Dataset: the Open Reaction Database (ORD), a public repository of structured organic reaction records. Task: describe an organic reaction: reactants, conditions, products, and yield Reactants: COC=1C=C(C=2N(C3=CC=C(C=C3SC2C1C(O[SiH](C)C)C(C)(C)C)OC)C)C=O (3,7-dimethoxy-4-(tert.butyldimethylsilanyloxymethyl)-10-methylphenothiazine-carbaldehyde), C(C)(C)(C)[SiH2]OC(C1=C(C=CC=2N(C3=CC=C(C=C3SC12)OC)C)OC)(C)C (4-(tert.-butyl-dimethyl-silanyloxymethyl)-3,7-dimethoxy-10-methyl-phenothiazine), C(CCC)[Li] (n-butyllithium), C(=O)N1CCCCC1 (N-formylpiperidine), [BH4-].[Li+] (lithium borohydride), ice. Run in O1CCCC1 (tetrahydrofuran), C(C)OCC.O1CCCC1 (diethyl ether tetrahydrofuran). Yields the product C(C)(C)(C)[SiH2]OC(C1=C2SC=3C(=C(C=CC3N(C2=CC=C1OC)C)OC)CO)(C)C ([6-(tert.-butyl-dimethyl-silanyloxymethyl)-3,7-dimethoxy-10-methyl-phenothiazine4-yl]methanol). Yield: 67.6%. As a reaction SMILES: [C:1]([SiH2:5][O:6][C:7]([CH3:28])([CH3:27])[C:8]1[C:21]2[S:20][C:19]3[C:14](=[CH:15][CH:16]=[C:17]([O:22][CH3:23])[CH:18]=3)[N:13]([CH3:24])[C:12]=2[CH:11]=[CH:10][C:9]=1[O:25][CH3:26])([CH3:4])([CH3:3])[CH3:2].C([Li])CCC.[CH:34](N1CCCCC1)=[O:35].COC1C=C(C=O)C2N(C)C3C(SC=2C=1C(C(C)(C)C)O[SiH](C)C)=CC(OC)=CC=3.[BH4-].[Li+]>C(OCC)C.O1CCCC1.O1CCCC1>[C:1]([SiH2:5][O:6][C:7]([CH3:28])([CH3:27])[C:8]1[C:9]([O:25][CH3:26])=[CH:10][CH:11]=[C:12]2[C:21]=1[S:20][C:19]1[C:18]([CH2:34][OH:35])=[C:17]([O:22][CH3:23])[CH:16]=[CH:15][C:14]=1[N:13]2[CH3:24])([CH3:4])([CH3:3])[CH3:2] |f:4.5,6.7|. Procedure: A solution of 4.56 g (10.9 mmol) of 4-(tert.-butyl-dimethyl-silanyloxymethyl)-3,7-dimethoxy-10-methyl-phenothiazine in 50 ml of diethyl ether/tetrahydrofuran (4:1) was reacted with 7.5 ml of n-butyllithium solution (1.6M in hexane) and 1.89 g (16.84 mmol) of N-formylpiperidine analogously to that described in Example 4.1.1c. The resulting 3,7-dimethoxy-4-(tert.butyldimethylsilanyloxymethyl)-10-methylphenothiazine-carbaldehyde was dissolved in 50 ml of tetrahydrofuran and reduced with 12.0 ml of ... The reactants are ClC1=CC=C(C=C1)C(CN1N=CN=N1)=O (1-(4-chlorophenyl)-2-tetrazol-2-yl-ethanone), C(CCC)Br (n-butyl bromide). Yields the product ClC1=CC=C(C=C1)C(=CN1N=CN=N1)OCCCC (2-[2-(4-chloro-phenyl)-2-butoxy-vinyl]-2H-tetrazole). As a reaction SMILES: [Cl:1][C:2]1[CH:7]=[CH:6][C:5]([C:8](=[O:15])[CH2:9][N:10]2[N:14]=[N:13][CH:12]=[N:11]2)=[CH:4][CH:3]=1.[CH2:16](Br)[CH2:17][CH2:18][CH3:19]>>[Cl:1][C:2]1[CH:7]=[CH:6][C:5]([C:8]([O:15][CH2:16][CH2:17][CH2:18][CH3:19])=[CH:9][N:10]2[N:14]=[N:13][CH:12]=[N:11]2)=[CH:4][CH:3]=1. Procedure: Analogously to Example 7a,b, after reacting 1-(4-chlorophenyl)-2-tetrazol-2-yl-ethanone with n-butyl bromide there was obtained 2-[2-(4-chloro-phenyl)-2-butoxy-vinyl]-2H-tetrazole as a colourless oil. [M+H]+ =279. Starting materials: ClC1=C2C=CC=NC2=C(C(=C1)C(=O)N(C)OC)C1=C(C=CC=C1)F (5-chloro-8-(2-fluorophenyl)-N-methoxy-N-methylquinoline-7-carboxamide), C[Mg]Br (methylmagnesium bromide). The solvent is O1CCCC1 (tetrahydrofuran), O1CCCC1 (tetrahydrofuran). Run at time 8 hour. Product: ClC1=C2C=CC=NC2=C(C(=C1)C(C)=O)C1=C(C=CC=C1)F (1-[5-chloro-8-(2-fluorophenyl)quinolin-7-yl]ethanone). RXN SMILES: [Cl:1][C:2]1[CH:11]=[C:10]([C:12](N(OC)C)=[O:13])[C:9]([C:18]2[CH:23]=[CH:22][CH:21]=[CH:20][C:19]=2[F:24])=[C:8]2[C:3]=1[CH:4]=[CH:5][CH:6]=[N:7]2.[CH3:25][Mg]Br>O1CCCC1>[Cl:1][C:2]1[CH:11]=[C:10]([C:12](=[O:13])[CH3:25])[C:9]([C:18]2[CH:23]=[CH:22][CH:21]=[CH:20][C:19]=2[F:24])=[C:8]2[C:3]=1[CH:4]=[CH:5][CH:6]=[N:7]2. Procedure: To a mixture of 5-chloro-8-(2-fluorophenyl)-N-methoxy-N-methylquinoline-7-carboxamide (40 mg, 0.1 mmol) in tetrahydrofuran (0.2 mL) was added 1.40 M methylmagnesium bromide in tetrahydrofuran (0.50 mL, 0.70 mmol). The reaction was stirred at room temperature overnight, quenched with saturated ammonium chloride, and extracted with ethyl acetate. The combined organic layers were washed with brine, dried over magnesium sulfate, and then concentrated to dryness under reduced pressure. The resultant ... The reactants are C(=O)NC=1SC=C(N1)C(C(=O)O)=NOCC(F)(F)F (2-(2-formamidothiazol-4-yl)-2-(2,2,2-trifluoroethoxyimino)acetic acid), P(=O)(Cl)(Cl)Cl (phosphoryl chloride), NC1[C@@H]2N(C(=C(CS2)CSC2=NN=NN2CC=C)C(=O)O)C1=O (7-amino-3-(1-allyl-1H-tetrazol-5-yl)thiomethyl-3-cephem-4-carboxylic acid), C[Si](C)(C)CC(=O)N (trimethylsilylacetamide), Example 17 ( 1 ). Solvent: C(C)(=O)OCC (ethyl acetate), C(C)(=O)OCC (ethyl acetate), CN(C=O)C (N,N-dimethylformamide). The product is C(=O)NC=1SC=C(N1)C(C(=O)NC1[C@@H]2N(C(=C(CS2)CSC2=NN=NN2CC=C)C(=O)O)C1=O)=NOCC(F)(F)F (7-[2-(2-formamidothiazol-4-yl)-2-(2,2,2-trifluoroethoxyimino)acetamido]-3-(1-allyl-1H-tetrazol-5-yl)thiomethyl-3-cephem-4-carboxylic acid). Isolated yield 39.5%. As a reaction SMILES: [CH:1]([NH:3][C:4]1[S:5][CH:6]=[C:7]([C:9](=[N:13][O:14][CH2:15][C:16]([F:19])([F:18])[F:17])[C:10]([OH:12])=O)[N:8]=1)=[O:2].P(Cl)(Cl)(Cl)=O.[NH2:25][CH:26]1[C:46](=[O:47])[N:28]2[C:29]([C:43]([OH:45])=[O:44])=[C:30]([CH2:33][S:34][C:35]3[N:39]([CH2:40][CH:41]=[CH2:42])[N:38]=[N:37][N:36]=3)[CH2:31][S:32][C@H:27]12.C[Si](CC(N)=O)(C)C>C(OCC)(=O)C.CN(C)C=O>[CH:1]([NH:3][C:4]1[S:5][CH:6]=[C:7]([C:9](=[N:13][O:14][CH2:15][C:16]([F:19])([F:18])[F:17])[C:10]([NH:25][CH:26]2[C:46](=[O:47])[N:28]3[C:29]([C:43]([OH:45])=[O:44])=[C:30]([CH2:33][S:34][C:35]4[N:39]([CH2:40][CH:41]=[CH2:42])[N:38]=[N:37][N:36]=4)[CH2:31][S:32][C@H:27]23)=[O:12])[N:8]=1)=[O:2]. Procedure details: A solution of 2-(2-formamidothiazol-4-yl)-2-(2,2,2-trifluoroethoxyimino)acetic acid (syn isomer, 1.5 g.), N,N-dimethylformamide (0.40 g.) and phosphoryl chloride (0.84 g.) in ethyl acetate (15 ml.) and a solution of 7-amino-3-(1-allyl-1H-tetrazol-5-yl)thiomethyl-3-cephem-4-carboxylic acid (1.77 g.) and trimethylsilylacetamide (3.93 g.) in ethyl acetate (25 ml.) were treated in a similar manner to that of Example 17 (1) to give 7-[2-(2-formamidothiazol-4-yl)-2-(2,2,2-trifluoroethoxyimino)acetamid... Yields the product Cl, O=C(NC1C2CC3CC1CN(C3)C2)c1cc2ccsc2s1. RXN SMILES: [ClH:1].[N:2]12[CH2:3][CH:4]3[CH:5]([NH2:12])[CH:6]([CH2:7][CH:8]([CH2:9]1)[CH2:10]3)[CH2:11]2.[s:13]1[c:14]([C:21](=[O:22])[OH:23])[cH:15][c:16]2[c:17]1[s:18][cH:19][cH:20]2>>[ClH:1].[N:2]12[CH2:3][CH:4]3[CH:5]([NH:12][C:21]([c:14]4[s:13][c:17]5[c:16]([cH:15]4)[cH:20][cH:19][s:18]5)=[O:22])[CH:6]([CH2:7][CH:8]([CH2:9]1)[CH2:10]3)[CH2:11]2. The reactants are Cl, NC1C2CC3CC1CN(C3)C2, O=C(O)c1cc2ccsc2s1. Starting materials: CSC1=C(C=CC=C1)B(O)O (2-(methylthio)phenylboronic acid), ClC=1C=C(C(=NC1)N)I (5-chloro-3-iodopyridin-2-amine), C([O-])([O-])=O.[Na+].[Na+] (sodium carbonate). Reagents/catalysts: C=1C=CC(=CC1)[P](C=2C=CC=CC2)(C=3C=CC=CC3)[Pd]([P](C=4C=CC=CC4)(C=5C=CC=CC5)C=6C=CC=CC6)([P](C=7C=CC=CC7)(C=8C=CC=CC8)C=9C=CC=CC9)[P](C=1C=CC=CC1)(C=1C=CC=CC1)C=1C=CC=CC1 (Pd(PPh3)4). Run in C1(=CC=CC=C1)C (toluene). Product: ClC=1C=C(C(=NC1)N)C1=C(C=CC=C1)SC (5-chloro-3-(2-(methylthio)phenyl)pyridin-2-amine). The yield is 46.8%. Reaction SMILES: [CH3:1][S:2][C:3]1[CH:8]=[CH:7][CH:6]=[CH:5][C:4]=1B(O)O.[Cl:12][C:13]1[CH:14]=[C:15](I)[C:16]([NH2:19])=[N:17][CH:18]=1.C(=O)([O-])[O-].[Na+].[Na+]>C1C=CC([P]([Pd]([P](C2C=CC=CC=2)(C2C=CC=CC=2)C2C=CC=CC=2)([P](C2C=CC=CC=2)(C2C=CC=CC=2)C2C=CC=CC=2)[P](C2C=CC=CC=2)(C2C=CC=CC=2)C2C=CC=CC=2)(C2C=CC=CC=2)C2C=CC=CC=2)=CC=1.C1(C)C=CC=CC=1>[Cl:12][C:13]1[CH:14]=[C:15]([C:4]2[CH:5]=[CH:6][CH:7]=[CH:8][C:3]=2[S:2][CH3:1])[C:16]([NH2:19])=[N:17][CH:18]=1 |f:2.3.4,^1:30,32,51,70|. Procedure: Mixture of 2-(methylthio)phenylboronic acid (5.0 g, 29.8 mmol), 5-chloro-3-iodopyridin-2-amine (7.56 g, 29.8 mmol), sodium carbonate (9.0 g, in 50 mL of water), Pd(PPh3)4 (621 mg) and 100 mL of toluene was refluxed overnight under N2. reaction mixture was cooled down to room temperature, organic layer was separated and concentrated in vacuum. The residue was subjected to column chromatography on silica gel with hexane/ethyl acetate gradient mixture as eluent, providing 3.5 g of 5-chloro-3-(2-(me... Reactants: N(=NC(=O)OCC)C(=O)OCC (diethyl azodicarboxylate), ClC1=C(C=CC=C1)C(C1=C(C=CC(=C1)Cl)N1C(=NN=C1C)CO)=O (2',5-dichloro-2-[3-(hydroxymethyl)-5-methyl-4H-1,2,4-triazol-4-yl]benzophenone), C1(C=2C(C(N1)=O)=CC=CC2)=O (phthalimide), C1(=CC=CC=C1)P(C1=CC=CC=C1)C1=CC=CC=C1 (triphenylphosphine). Solvent: O1CCCC1 (tetrahydrofuran). Product: ClC1=C(C=CC=C1)C(C1=C(C=CC(=C1)Cl)N1C(=NN=C1C)CN1C(C=2C(C1=O)=CC=CC2)=O)=O (2',5-dichloro-2-[3-(phthalimidomethyl)-5-methyl-4H-1,2,4-triazol-4-yl]benzophenone). RXN SMILES: [Cl:1][C:2]1[CH:7]=[CH:6][CH:5]=[CH:4][C:3]=1[C:8](=[O:24])[C:9]1[CH:14]=[C:13]([Cl:15])[CH:12]=[CH:11][C:10]=1[N:16]1[C:20]([CH3:21])=[N:19][N:18]=[C:17]1[CH2:22]O.[C:25]1(=[O:35])[NH:29][C:28](=[O:30])[C:27]2=[CH:31][CH:32]=[CH:33][CH:34]=[C:26]12.C1(P(C2C=CC=CC=2)C2C=CC=CC=2)C=CC=CC=1.N(C(OCC)=O)=NC(OCC)=O>O1CCCC1>[Cl:1][C:2]1[CH:7]=[CH:6][CH:5]=[CH:4][C:3]=1[C:8](=[O:24])[C:9]1[CH:14]=[C:13]([Cl:15])[CH:12]=[CH:11][C:10]=1[N:16]1[C:17]([CH3:22])=[N:18][N:19]=[C:20]1[CH2:21][N:29]1[C:25](=[O:35])[C:26]2=[CH:34][CH:33]=[CH:32][CH:31]=[C:27]2[C:28]1=[O:30]. Procedure: In the manner given in Example 3, a mixture of 2',5-dichloro-2-[3-(hydroxymethyl)-5-methyl-4H-1,2,4-triazol-4-yl]benzophenone, phthalimide and triphenylphosphine in tetrahydrofuran was treated with diethyl azodicarboxylate to give 2',5-dichloro-2-[3-(phthalimidomethyl)-5-methyl-4H-1,2,4-triazol-4-yl]benzophenone of melting point 262°-265°C.